Dataset: the Open Reaction Database (ORD), a public repository of structured organic reaction records. Task: describe an organic reaction: reactants, conditions, products, and yield Starting materials: O (water), C(CCCC)[C@@H]1CC[C@H](CC1)[C@@H]1CC[C@H](CC1)C=O (trans-4-(trans-4-pentylcyclohexyl)cyclohexanecarbaldehyde), C(C)P(CC)CC(=O)OCC (ethyl diethylphosphinoacetate), CC(C)([O-])C.[K+] (potassium t-butoxide). The solvent is C1(=CC=CC=C1)C (toluene), O1CCCC1 (THF), O1CCCC1 (THF), O1CCCC1 (tetrahydrofuran). Run at temperature -5 celsius. Product: C(CCCC)[C@@H]1CC[C@H](CC1)[C@@H]1CC[C@H](CC1)C=CC(=O)OCC (ethyl 3-(trans-4-(trans-4-pentylcyclohexyl)cyclohexyl)propenoate). Yield: 40.5%. As a reaction SMILES: C(P([CH2:6][C:7]([O:9][CH2:10][CH3:11])=[O:8])CC)C.CC(C)([O-])C.[K+].[CH2:18]([C@H:23]1[CH2:28][CH2:27][C@H:26]([C@H:29]2[CH2:34][CH2:33][C@H:32]([CH:35]=O)[CH2:31][CH2:30]2)[CH2:25][CH2:24]1)[CH2:19][CH2:20][CH2:21][CH3:22].O>O1CCCC1.C1(C)C=CC=CC=1>[CH2:18]([C@H:23]1[CH2:28][CH2:27][C@H:26]([C@H:29]2[CH2:34][CH2:33][C@H:32]([CH:35]=[CH:6][C:7]([O:9][CH2:10][CH3:11])=[O:8])[CH2:31][CH2:30]2)[CH2:25][CH2:24]1)[CH2:19][CH2:20][CH2:21][CH3:22] |f:1.2|. Procedure details: In a 1-L three-neck flask equipped with a stirrer, a thermometer and a dropping funnel, 27.6 g (122.9 mmol) of ethyl diethylphosphinoacetate was dissolved in 350 ml of IRAQ tetrahydrofuran (hereinafter abbreviated as THF) under nitrogen atmosphere and the solution was cooled down to −5° C. while stirring. 15.2 g (135.2 mmol) of potassium t-butoxide was added thereto, and the solution was stirred at room temperature for 2 hours. The solution was cooled down again to 0° C., and a solution of 25.0 ... Starting materials: N(=[N+]=[N-])C1CCN(CC1)C(=O)OCC1=CC=C(C=C1)[N+](=O)[O-] (4-azido-1-(p-nitrobenzyloxycarbonyl)-piperidine), C1(=CC=CC=C1)P(C1=CC=CC=C1)C1=CC=CC=C1 (triphenylphosphine), O.O.O.O.O.O.O.O.O.O.S(=O)(=O)([O-])[O-].[Na+].[Na+] (sodium sulfate decahydrate). Run in C(C)#N (acetonitrile). Conditions: temperature 70 celsius, time 3 hour. Product: NC1CCN(CC1)C(=O)OCC1=CC=C(C=C1)[N+](=O)[O-] (4-amino-1-(p-nitrobenzyloxycarbonyl)-piperidine). Yield: 91.0%. Reaction SMILES: [N:1]([CH:4]1[CH2:9][CH2:8][N:7]([C:10]([O:12][CH2:13][C:14]2[CH:19]=[CH:18][C:17]([N+:20]([O-:22])=[O:21])=[CH:16][CH:15]=2)=[O:11])[CH2:6][CH2:5]1)=[N+]=[N-].C1(P(C2C=CC=CC=2)C2C=CC=CC=2)C=CC=CC=1.O.O.O.O.O.O.O.O.O.O.S([O-])([O-])(=O)=O.[Na+].[Na+]>C(#N)C>[NH2:1][CH:4]1[CH2:9][CH2:8][N:7]([C:10]([O:12][CH2:13][C:14]2[CH:19]=[CH:18][C:17]([N+:20]([O-:22])=[O:21])=[CH:16][CH:15]=2)=[O:11])[CH2:6][CH2:5]1 |f:2.3.4.5.6.7.8.9.10.11.12.13.14|. Reported procedure: To a solution of 4-azido-1-(p-nitrobenzyloxycarbonyl)-piperidine (2.81 g, 9.17 mmol) (obtained as described in Reference Example 51(3)) in acetonitrile (84 ml) was added triphenylphosphine (2.53 g, 9.63 mmol), and the mixture was stirred in an oil bath (70° C.) for 3 hours. After checking the completion of the reaction, sodium sulfate decahydrate (3.10 g, 9.63 mmol) was added thereto and the reaction mixture was stirred for 3 hours. After checking the completion of the reaction, the reaction mix... Starting materials: BrBr (bromine), COC1=CC2=C(N3C(S2)=NC(=C3)C3=CC=CC=C3)C=C1 (7-methoxy-2-phenylimidazo[2,1-b]benzothiazole). The solvent is C(Cl)(Cl)Cl (chloroform), C(Cl)(Cl)Cl (chloroform), C(O)([O-])=O.[Na+] (sodium hydrogencarbonate). The product is BrC1=C(N=C2SC3=C(N21)C=CC(=C3)OC)C3=CC=CC=C3 (3-bromo-7-methoxy-2-phenylimidazo[2,1-b]benzothiazole). The yield is 78.0%. Reaction SMILES: [CH3:1][O:2][C:3]1[CH:20]=[CH:19][C:6]2[N:7]3[CH:12]=[C:11]([C:13]4[CH:18]=[CH:17][CH:16]=[CH:15][CH:14]=4)[N:10]=[C:8]3[S:9][C:5]=2[CH:4]=1.[Br:21]Br>C(Cl)(Cl)Cl.C(=O)([O-])O.[Na+]>[Br:21][C:12]1[N:7]2[C:8]([S:9][C:5]3[CH:4]=[C:3]([O:2][CH3:1])[CH:20]=[CH:19][C:6]=32)=[N:10][C:11]=1[C:13]1[CH:18]=[CH:17][CH:16]=[CH:15][CH:14]=1 |f:3.4|. Procedure: While stirring vigorously a mixture of a solution of 2.0 g of 7-methoxy-2-phenylimidazo[2,1-b]benzothiazole in 50 ml of chloroform and 30 ml of a saturated aqueous sodium hydrogencarbonate solution, a solution of 1.2 g of bromine in 5 ml of chloroform was gradually added dropwise to the mixture at room temperature. Thereafter, the chloroform layer was recovered, dried by anhydrous magnesium sulfate, and concentrated under reduced pressure to form a solid material. The solid product was recrystal... The reactants are [Na+], [OH-], O, CS(=O)(=O)NS(=O)(=O)c1ccc(CCCl)cc1. Product: C=Cc1ccc(S(=O)(=O)NS(C)(=O)=O)cc1. As a reaction SMILES: [Na+:19].[OH-:18].[OH2:20].[S:1](=[O:2])(=[O:3])([CH3:4])[NH:5][S:6](=[O:7])(=[O:8])[c:9]1[cH:10][cH:11][c:12]([CH2:15][CH2:16][Cl:17])[cH:13][cH:14]1>>[S:1](=[O:2])(=[O:3])([CH3:4])[NH:5][S:6](=[O:7])(=[O:8])[c:9]1[cH:10][cH:11][c:12]([CH:15]=[CH2:16])[cH:13][cH:14]1.